From a dataset of the Open Reaction Database (ORD), a public repository of structured organic reaction records. describe an organic reaction: reactants, conditions, products, and yield Starting materials: COC[C@@H](OC=1C=C(C=C(C1)OC=1C=NC(=CC1)S(=O)(=O)C)C1=CC=C(N1)C(=O)O)C (5-(3-[(1S)-2-Methoxy-1-methylethoxy]-5-{[6-(methylsulfonyl)pyridin-3-yl]oxy}phenyl)-1H-pyrrole-2-carboxylic acid), Cl.COC([C@@H](N)CO)=O (L-serine methyl ester hydrochloride), C=1C=CC2=C(C1)N=NN2O.O (HOBT•H2O), CN1CCOCC1 (N-methylmorpholine), CCN=C=NCCCN(C)C.Cl (WSCI•HCl). Run in C(Cl)Cl (methylene chloride), C(Cl)Cl (methylene chloride), CN(C=O)C (N,N-dimethylformamide). Run at time 15 hour. Product: COC[C@@H](OC=1C=C(C=C(C1)OC=1C=NC(=CC1)S(=O)(=O)C)C1=CC=C(N1)C(=O)N[C@@H](CO)C(=O)OC)C (Methyl N-{[5-(3-[(1S)-2-methoxy-1-methylethoxy]-5-{[6-(methylsulfonyl)pyridin-3-yl]oxy}phenyl)-1H-pyrrol-2-yl]carbonyl}-L-serinate). Isolated yield 97.4%. Reaction SMILES: [CH3:1][O:2][CH2:3][C@H:4]([CH3:31])[O:5][C:6]1[CH:7]=[C:8]([C:23]2[NH:27][C:26]([C:28](O)=[O:29])=[CH:25][CH:24]=2)[CH:9]=[C:10]([O:12][C:13]2[CH:14]=[N:15][C:16]([S:19]([CH3:22])(=[O:21])=[O:20])=[CH:17][CH:18]=2)[CH:11]=1.Cl.[CH3:33][O:34][C:35](=[O:40])[C@H:36]([CH2:38][OH:39])[NH2:37].C1C=CC2N(O)N=NC=2C=1.O.CN1CCOCC1.CCN=C=NCCCN(C)C.Cl>C(Cl)Cl.CN(C)C=O>[CH3:1][O:2][CH2:3][C@H:4]([CH3:31])[O:5][C:6]1[CH:7]=[C:8]([C:23]2[NH:27][C:26]([C:28]([NH:37][C@H:36]([C:35]([O:34][CH3:33])=[O:40])[CH2:38][OH:39])=[O:29])=[CH:25][CH:24]=2)[CH:9]=[C:10]([O:12][C:13]2[CH:14]=[N:15][C:16]([S:19]([CH3:22])(=[O:21])=[O:20])=[CH:17][CH:18]=2)[CH:11]=1 |f:1.2,3.4,6.7|. Procedure details: 5-(3-[(1S)-2-Methoxy-1-methylethoxy]-5-{[6-(methylsulfonyl)pyridin-3-yl]oxy}phenyl)-1H-pyrrole-2-carboxylic acid (1.60 g, 3.58 mmol) synthesized in Example (78k), L-serine methyl ester hydrochloride (0.61 g, 3.94 mmol), HOBT•H2O (0.53 g, 3.94 mmol) and N-methylmorpholine (0.79 mL, 7.17 mmol) were dissolved in a mixed solvent of methylene chloride (30 mL) and N,N-dimethylformamide (7 mL), and WSCI•HCl (0.82 g, 4.30 mmol) was added at room temperature, followed by stirring for 15 hours under nitro... Reactants: C(#N)C=1C(=C(SC1SC1=C(C=NC=C1Cl)Cl)C(=O)O)C1=CC=CC=C1 (4-cyano-5-((3,5-dichloropyridin-4-yl)thio)-3-phenylthiophene-2-carboxylic acid), CN1CCC(CC1)N (1-methylpiperidin-4-amine). Yields the product C(#N)C=1C(=C(SC1SC1=C(C=NC=C1Cl)Cl)C(=O)NC1CCN(CC1)C)C1=CC=CC=C1 (4-cyano-5-((3,5-dichloropyridin-4-yl)thio)-N-(1-methylpiperidin-4-yl)-3-phenylthiophene-2-carboxamide), solid. Yield: 6.0%. As a reaction SMILES: [C:1]([C:3]1[C:4]([C:20]2[CH:25]=[CH:24][CH:23]=[CH:22][CH:21]=2)=[C:5]([C:17]([OH:19])=O)[S:6][C:7]=1[S:8][C:9]1[C:14]([Cl:15])=[CH:13][N:12]=[CH:11][C:10]=1[Cl:16])#[N:2].[CH3:26][N:27]1[CH2:32][CH2:31][CH:30]([NH2:33])[CH2:29][CH2:28]1>>[C:1]([C:3]1[C:4]([C:20]2[CH:25]=[CH:24][CH:23]=[CH:22][CH:21]=2)=[C:5]([C:17]([NH:33][CH:30]2[CH2:31][CH2:32][N:27]([CH3:26])[CH2:28][CH2:29]2)=[O:19])[S:6][C:7]=1[S:8][C:9]1[C:14]([Cl:15])=[CH:13][N:12]=[CH:11][C:10]=1[Cl:16])#[N:2]. Reported procedure: Prepared according to the procedure described for step A of example 44 from 4-cyano-5-((3,5-dichloropyridin-4-yl)thio)-3-phenylthiophene-2-carboxylic acid from above and 1-methylpiperidin-4-amine (0.11 g, 1.0 mmol). The title product was obtained as a white solid (29.5 mg, 6.0% yield). MS m/z: 503.04, 505.04 [M+H]+. Reactants: C(C)(=O)NC1=C(C=C(C=C1)C(CCC(=O)N1CCC(CC1)N1C(NC2=CC=CC=C2C1)=O)=O)Br (3-{1-[4-(4-acetylamino-3-bromophenyl)-1,4-dioxobutyl]-4-piperidinyl}-3,4-dihydro-2(1H)-quinazolinone), Cl (hydrochloric acid). The solvent is O (water). Product: NC1=C(C=C(C=C1)C(CCC(=O)N1CCC(CC1)N1C(NC2=CC=CC=C2C1)=O)=O)Br (3-{1-[4-(4-amino-3-bromophenyl)-1,4-dioxobutyl]-4-piperidinyl}-3,4-dihydro-2(1H)-quinazolinone). Reaction SMILES: C([NH:4][C:5]1[CH:10]=[CH:9][C:8]([C:11](=[O:33])[CH2:12][CH2:13][C:14]([N:16]2[CH2:21][CH2:20][CH:19]([N:22]3[CH2:31][C:30]4[C:25](=[CH:26][CH:27]=[CH:28][CH:29]=4)[NH:24][C:23]3=[O:32])[CH2:18][CH2:17]2)=[O:15])=[CH:7][C:6]=1[Br:34])(=O)C.Cl>O>[NH2:4][C:5]1[CH:10]=[CH:9][C:8]([C:11](=[O:33])[CH2:12][CH2:13][C:14]([N:16]2[CH2:17][CH2:18][CH:19]([N:22]3[CH2:31][C:30]4[C:25](=[CH:26][CH:27]=[CH:28][CH:29]=4)[NH:24][C:23]3=[O:32])[CH2:20][CH2:21]2)=[O:15])=[CH:7][C:6]=1[Br:34]. Reported procedure: A mixture of 1.5 g (2.84 mmol) of 3-{1-[4-(4-acetylamino-3-bromophenyl)-1,4-dioxobutyl]-4-piperidinyl}-3,4-dihydro-2(1H)-quinazolinone and 150 ml of conc. hydrochloric acid was refluxed for 1 hour. The residue was digested with water, the solid precipitated was suction filtered, recrystallised from acetonitrile and dried in vacuo. Yield: 0.88 g (64% of theoretical). Rf 0.34 (El A). IR (KBr): 3471.7, 3342.4 (NH, NH2); 1666.4 (C═O) MS: M+484/486 (Br) The reactants are FC=1C=CC=C(C1C(=O)OC)N (methyl 6-fluoroanthranilate), ClC=1SC=CN1 (2-chlorothiazole). The solvent is CO (methanol). Reaction conditions: time 2 hour. Product: FC1=C2C(N3C(=NC2=CC=C1)SC=C3)=O (6-fluoro-5H-thiazolo[2,3-b]quinazolin-5-one). RXN SMILES: [F:1][C:2]1[CH:3]=[CH:4][CH:5]=[C:6]([NH2:12])[C:7]=1[C:8]([O:10]C)=O.Cl[C:14]1[S:15][CH:16]=[CH:17][N:18]=1>CO>[F:1][C:2]1[CH:3]=[CH:4][CH:5]=[C:6]2[C:7]=1[C:8](=[O:10])[N:18]1[CH:17]=[CH:16][S:15][C:14]1=[N:12]2. Procedure: 25.4 parts of methyl 6-fluoroanthranilate and 18 parts of 2-chlorothiazole were heated to 150° C., and the methanol formed was distilled off over a bridge. The reaction was complete after 2 hours. The solid residue was neutralized, and recrystallized from isopropanol. 30 parts of 6-fluoro-5H-thiazolo[2,3-b]quinazolin-5-one of melting point 205°-207° C. were obtained. Reactants: BrC1=CC=2C3=C(C=NC2C=C1)N(C(N3C=3C(=NN(C3)C)C)=O)C (8-bromo-1-(1,3-dimethyl-1H-pyrazol-4-yl)-3-methyl-1,3-dihydro-imidazo[4,5-c]quinolin-2-one), BrC1=CC=2C3=C(C=NC2C=C1)N(C(N3C=3C(=NN(C3)C)C)=O)C (8-bromo-1-(1,3-dimethyl-1H-pyrazol-4-yl)-3-methyl-1,3-dihydro-imidazo[4,5-c]quinolin-2-one), COC1=NC=C(C=C1[N+](=O)[O-])B1OC(C(O1)(C)C)(C)C (2-methoxy-3-nitro-5-(4,4,5,5-tetramethyl-[1,3,2]dioxaborolan-2-yl)-pyridine). Product: CN1N=C(C(=C1)N1C(N(C=2C=NC=3C=CC(=CC3C21)C=2C=NC(=C(C2)[N+](=O)[O-])OC)C)=O)C (1-(1,3-Dimethyl-1H-pyrazol-4-yl)-8-(6-methoxy-5-nitro-pyridin-3-yl)-3-methyl-1,3-dihydro-imidazo[4,5-c]quinolin-2-one). Reaction SMILES: Br[C:2]1[CH:11]=[CH:10][C:9]2[N:8]=[CH:7][C:6]3[N:12]([CH3:23])[C:13](=[O:22])[N:14]([C:15]4[C:16]([CH3:21])=[N:17][N:18]([CH3:20])[CH:19]=4)[C:5]=3[C:4]=2[CH:3]=1.[CH3:24][O:25][C:26]1[C:31]([N+:32]([O-:34])=[O:33])=[CH:30][C:29](B2OC(C)(C)C(C)(C)O2)=[CH:28][N:27]=1>>[CH3:20][N:18]1[CH:19]=[C:15]([N:14]2[C:5]3[C:4]4[CH:3]=[C:2]([C:29]5[CH:28]=[N:27][C:26]([O:25][CH3:24])=[C:31]([N+:32]([O-:34])=[O:33])[CH:30]=5)[CH:11]=[CH:10][C:9]=4[N:8]=[CH:7][C:6]=3[N:12]([CH3:23])[C:13]2=[O:22])[C:16]([CH3:21])=[N:17]1. Reported procedure: The title compound was synthesized in a similar manner as described for Example 1.1 using 8-bromo-1-(1,3-dimethyl-1H-pyrazol-4-yl)-3-methyl-1,3-dihydro-imidazo[4,5-c]quinolin-2-one (Intermediate A) and 2-methoxy-3-nitro-5-(4,4,5,5-tetramethyl-[1,3,2]dioxaborolan-2-yl)-pyridine (Stage 66.1.1) to give the title compound as a white solid. (HPLC: tR 2.62 min (Method A); M+H=446 MS-ES; 1H-NMR (d6-DMSO, 400 MHz) 9.00 (s, 1H), 8.72-8.66 (m, 1H), 8.46-8.39 (m, 1H), 8.18-8.10 (m, 2H), 8.05-7.96 (m, 1H), ... Starting materials: OC1=C(C=C(C=C1)OC)C(C)(C)C (4-hydroxy-3-tert-butylanisole), C(Cl)C1CO1 (epichlorohydrin), C([O-])([O-])=O.[K+].[K+] (potassium carbonate), resultant solution. The solvent is C(C)C(=O)C (methyl ethyl ketone). The product is O1C(COC2=C(C=C(C=C2)OC)C(C)(C)C)C1 (4-(2,3-epoxypropoxy)-3-tert-butylanisole). The yield is 84.6%. As a reaction SMILES: [OH:1][C:2]1[CH:7]=[CH:6][C:5]([O:8][CH3:9])=[CH:4][C:3]=1[C:10]([CH3:13])([CH3:12])[CH3:11].[CH2:14]([CH:16]1[O:18][CH2:17]1)Cl.C(=O)([O-])[O-].[K+].[K+]>C(C(C)=O)C>[O:18]1[CH2:17][CH:16]1[CH2:14][O:1][C:2]1[CH:7]=[CH:6][C:5]([O:8][CH3:9])=[CH:4][C:3]=1[C:10]([CH3:13])([CH3:12])[CH3:11] |f:2.3.4|. Procedure details: In 150 ml of methyl ethyl ketone were dissolved 4.5 g (0.025 mole) of 4-hydroxy-3-tert-butylanisole and 8 g of epichlorohydrin, and 7.0 g of potassium carbonate is added to the resultant solution, followed by heating under reflux for 8 hours. The precipitated inorganic salt is filtered out, and the filtrate is concentrated. The oily-formed residue is extracted with ethyl acetate, and the extract is washed successively with 1% aqueous sodium hydroxide and water, and the ethyl acetate is distilled... Starting materials: [H-].[Na+] (NaH), CN(C)C=O (DMF), C(C)N1C2=CC=CC=C2C=2C=C(C=CC12)NC(CC=1C=NC=CC1)=O (N-(9-Ethyl-9H-carbazol-3-yl)-2-pyridin-3-yl-acetamide), CI (methyl iodide). Solvent: C1CCOC1 (THF), CCOC(=O)C (EtOAc). Run at time 8 hour. The product is C(C)N1C2=CC=CC=C2C=2C=C(C=CC12)N(C(CC=1C=NC=CC1)=O)C (N-(9-Ethyl-9H-carbazol-3-yl)-2-pyridin-3-yl-N-methylacetamide). Yield: 2.2%. RXN SMILES: [CH2:1]([N:3]1[C:15]2[CH:14]=[CH:13][C:12]([NH:16][C:17](=[O:25])[CH2:18][C:19]3[CH:20]=[N:21][CH:22]=[CH:23][CH:24]=3)=[CH:11][C:10]=2[C:9]2[C:4]1=[CH:5][CH:6]=[CH:7][CH:8]=2)[CH3:2].[H-].[Na+].CI.[CH3:30]N(C=O)C>C1COCC1.CCOC(C)=O>[CH2:1]([N:3]1[C:15]2[CH:14]=[CH:13][C:12]([N:16]([CH3:30])[C:17](=[O:25])[CH2:18][C:19]3[CH:20]=[N:21][CH:22]=[CH:23][CH:24]=3)=[CH:11][C:10]=2[C:9]2[C:4]1=[CH:5][CH:6]=[CH:7][CH:8]=2)[CH3:2] |f:1.2|. Procedure: To a suspension of N-(9-Ethyl-9H-carbazol-3-yl)-2-pyridin-3-yl-acetamide (329 mg, 0.899 mmol) in THF at 0° C. was added NaH (60% oil dispersion, 86 mg, 2.158 mmol), then the cooling bath removed. After stirring an additional 25 minutes methyl iodide (67 μl, 1.08 mmol) was added, and the reaction mixture stirred overnight. A portion of DMF (4 ml) was then added and stirring continued for several hours. The reaction mixture was then diluted with EtOAc and the organic layer washed with saturated aq... Yields the product C1(CCCCC1)C1=NOC(=C1COC1=NC=C(C(=O)NC(CO)(C)C)C=C1)C (6-((3-Cyclohexyl-5-methyl-isoxazol-4-yl)methoxy)-N-(2-hydroxy-1,1-dimethyl-ethyl)-nicotinamide). Reactants: COC(C1=CN=C(C=C1)OCC=1C(=NOC1C)C1CCCCC1)=O (6-(3-cyclohexyl-5-methyl-isoxazol-4-ylmethoxy)-nicotinic acid methyl ester), NC(CO)(C)C (2-amino-2-methyl-1-propanol). The yield is 58.0%. Procedure details: As described for example 31e, 6-(3-cyclohexyl-5-methyl-isoxazol-4-ylmethoxy)-nicotinic acid methyl ester (708 mg, 1.5 mmol) was converted, using 2-amino-2-methyl-1-propanol instead of isopropylamine, to the title compound (340 mg, 58%) which was obtained as a white solid after purification by chromatography (silica, 0 to 4% methanol in dichloromethane). MS: m/e=388.4 [M+H]+. Reaction SMILES: CO[C:3](=[O:24])[C:4]1[CH:9]=[CH:8][C:7]([O:10][CH2:11][C:12]2[C:13]([CH:18]3[CH2:23][CH2:22][CH2:21][CH2:20][CH2:19]3)=[N:14][O:15][C:16]=2[CH3:17])=[N:6][CH:5]=1.[NH2:25][C:26]([CH3:30])([CH3:29])[CH2:27][OH:28]>>[CH:18]1([C:13]2[C:12]([CH2:11][O:10][C:7]3[CH:8]=[CH:9][C:4]([C:3]([NH:25][C:26]([CH3:30])([CH3:29])[CH2:27][OH:28])=[O:24])=[CH:5][N:6]=3)=[C:16]([CH3:17])[O:15][N:14]=2)[CH2:19][CH2:20][CH2:21][CH2:22][CH2:23]1.